Dataset: the Open Reaction Database (ORD), a public repository of structured organic reaction records. Task: describe an organic reaction: reactants, conditions, products, and yield Reactants: [Al+3], Cc1c(C)c(C)c2c(c1C)CC(NC(=O)c1ccccc1)C2, [H-], [H-], [H-], [H-], [Li+], C1CCOC1. Yields the product Cc1c(C)c(C)c2c(c1C)CC(NCc1ccccc1)C2. Reaction SMILES: [Al+3:2].[CH3:7][c:8]1[c:9]2[c:13]([c:14]([CH3:19])[c:15]([CH3:18])[c:16]1[CH3:17])[CH2:12][CH:11]([NH:20][C:21]([c:22]1[cH:23][cH:24][cH:25][cH:26][cH:27]1)=[O:28])[CH2:10]2.[H-:1].[H-:4].[H-:5].[H-:6].[Li+:3].[O:29]1[CH2:30][CH2:31][CH2:32][CH2:33]1>>[CH3:7][c:8]1[c:9]2[c:13]([c:14]([CH3:19])[c:15]([CH3:18])[c:16]1[CH3:17])[CH2:12][CH:11]([NH:20][CH2:21][c:22]1[cH:23][cH:24][cH:25][cH:26][cH:27]1)[CH2:10]2. Starting materials: CCCCCC, CC(=O)c1ccc(C)cc1, ClC(Cl)Cl, OP(O)P(O)O. Product: Cc1ccc(C(C)(O)P(O)O)cc1. As a reaction SMILES: [CH3:17][CH2:18][CH2:19][CH2:20][CH2:21][CH3:22].[CH3:1][c:2]1[cH:3][cH:4][c:5]([C:8]([CH3:9])=[O:10])[cH:6][cH:7]1.[CH:23]([Cl:24])([Cl:25])[Cl:26].[P:11]([OH:12])([OH:13])[P:14]([OH:15])[OH:16]>>[CH3:1][c:2]1[cH:3][cH:4][c:5]([C:8]([CH3:9])([OH:10])[P:11]([OH:12])[OH:13])[cH:6][cH:7]1. Starting materials: CC1=C(C(=CC(=C1)OCCCS(=O)(=O)C)C)C1=CC(=CC=C1)COC1=CC2=C([C@@H](CO2)CC(=O)O)C=C1 ([(3S)-6-({2′,6′-dimethyl-4′-[3-(methylsulfonyl)propoxy]biphenyl-3-yl}methoxy)-2,3-dihydro-1-benzofuran-3-yl]acetic acid), CC(=O)C (acetone). Solvent: O (water). Conditions: temperature 45 celsius, time 10 minute. Product: O.CC1=C(C(=CC(=C1)OCCCS(=O)(=O)C)C)C1=CC(=CC=C1)COC1=CC2=C([C@@H](CO2)CC(=O)O)C=C1 ([(3S)-6-({2′,6′-dimethyl-4′-[3-(methylsulfonyl)propoxy]biphenyl-3-yl}methoxy)-2,3-dihydro-1-benzofuran-3-yl]acetic acid hydrate). The yield is 185.6%. As a reaction SMILES: [CH3:1][C:2]1[CH:7]=[C:6]([O:8][CH2:9][CH2:10][CH2:11][S:12]([CH3:15])(=[O:14])=[O:13])[CH:5]=[C:4]([CH3:16])[C:3]=1[C:17]1[CH:22]=[CH:21][CH:20]=[C:19]([CH2:23][O:24][C:25]2[CH:37]=[CH:36][C:28]3[C@H:29]([CH2:32][C:33]([OH:35])=[O:34])[CH2:30][O:31][C:27]=3[CH:26]=2)[CH:18]=1.CC(C)=O>O>[OH2:8].[CH3:16][C:4]1[CH:5]=[C:6]([O:8][CH2:9][CH2:10][CH2:11][S:12]([CH3:15])(=[O:14])=[O:13])[CH:7]=[C:2]([CH3:1])[C:3]=1[C:17]1[CH:22]=[CH:21][CH:20]=[C:19]([CH2:23][O:24][C:25]2[CH:37]=[CH:36][C:28]3[C@H:29]([CH2:32][C:33]([OH:35])=[O:34])[CH2:30][O:31][C:27]=3[CH:26]=2)[CH:18]=1 |f:3.4|. Procedure: To [(3S)-6-({2′,6′-dimethyl-4′-[3-(methylsulfonyl)propoxy]biphenyl-3-yl}methoxy)-2,3-dihydro-1-benzofuran-3-yl]acetic acid (15.0 g) were added acetone (30 mL) and water (10.5 mL) for dissolution therein. Activated carbon (0.45 g) was added, and the mixture was stirred at 45° C. for 10 min. The insoluble material was removed by filtration and washed with acetone (7.5 mL). Water (3 mL) was added dropwise to the filtrate, and the mixture was allowed to cool to room temperature. Seed crystal was add...